This data is from the Open Reaction Database (ORD), a public repository of structured organic reaction records. The task is: describe an organic reaction: reactants, conditions, products, and yield The product is O=Cc1ccc(OCC2CCCC2)nc1. As a reaction SMILES: [Br:1][c:2]1[cH:3][cH:4][c:5]([O:8][CH2:9][CH:10]2[CH2:11][CH2:12][CH2:13][CH2:14]2)[n:6][cH:7]1.[CH2:15]([Li:16])[CH2:17][CH2:18][CH3:19].[CH2:26]1[O:27][CH2:28][CH2:29][CH2:30]1.[CH3:31][CH2:32][CH2:33][CH2:34][CH2:35][CH3:36].[O:20]=[CH:21][N:22]([CH3:23])[CH3:24].[OH2:25]>>[c:2]1([CH:21]=[O:20])[cH:3][cH:4][c:5]([O:8][CH2:9][CH:10]2[CH2:11][CH2:12][CH2:13][CH2:14]2)[n:6][cH:7]1. Starting materials: Brc1ccc(OCC2CCCC2)nc1, [Li]CCCC, C1CCOC1, CCCCCC, CN(C)C=O, O. The reactants are NC1=CC=NC=C1 (4-aminopyridine), NC=1C(=NC=CC1)[N+](=O)[O-] (aminonitropyridine), NC(C#N)C (aminopropionitrile), S(O)(O)(=O)=O (sulfuric acid), [N+](=O)(O)[O-] (nitric acid). Product: NC1=C(C=NC=C1)[N+](=O)[O-] (4-Amino-3-nitropyridine). As a reaction SMILES: [NH2:1][C:2]1[CH:7]=[CH:6][N:5]=[CH:4][CH:3]=1.S(=O)(=O)(O)O.[N+:13]([O-])([OH:15])=[O:14].NC1C([N+]([O-])=O)=NC=CC=1.NC(C)C#N>>[NH2:1][C:2]1[CH:7]=[CH:6][N:5]=[CH:4][C:3]=1[N+:13]([O-:15])=[O:14]. Procedure details: 4-Amino-3-nitropyridine was synthesized by a literature reference [Harris M. G. and Stewart R. Can. J. Chem. 55, 3800 (1977)]; by nitration of 4-aminopyridine with conc. sulfuric acid and fuming nitric acid. This aminonitropyridine was then converted to the aminopropionitrile derivative IV by the method described in Example 1.